Dataset: the Open Reaction Database (ORD), a public repository of structured organic reaction records. Task: describe an organic reaction: reactants, conditions, products, and yield The reactants are C(C)(=O)NC1CCNCC1 (4-acetamidopiperidine), ClC1=NC=CC=C1Cl (2,3-dichloropyridine). Product: C(C)(=O)NC1CC(NCC1)C1=NC=CC=C1Cl (4-acetamido-2-(3-chloropyridyl)piperidine). Isolated yield 70.0%. RXN SMILES: [C:1]([NH:4][CH:5]1[CH2:10][CH2:9][NH:8][CH2:7][CH2:6]1)(=[O:3])[CH3:2].Cl[C:12]1[C:17]([Cl:18])=[CH:16][CH:15]=[CH:14][N:13]=1>>[C:1]([NH:4][CH:5]1[CH2:10][CH2:9][NH:8][CH:7]([C:12]2[C:17]([Cl:18])=[CH:16][CH:15]=[CH:14][N:13]=2)[CH2:6]1)(=[O:3])[CH3:2]. Reported procedure: Following the modus operandi described in Example 1, by reaction of 4-acetamidopiperidine with 2,3-dichloropyridine, 4-acetamido-2-(3-chloropyridyl)piperidine is obtained, with a yield of 70%, which, after crystallization in ethyl acetate, melts at 118° to 120° C. By hydrolysis of the product thus obtained with 6 N hydrochloride acid, the monohydrochloride of 4-amino-1-(3-chloropyridyl)piperidine (CM 57375) is obtained which is crystallised in 90% ethanol; m.p. 258° to 260° C. with decomposition... Reactants: OC=1C=C(C=CC1)O (3-hydroxy-phenol), BrCC1=C(C(=O)OC)C(=CC=C1)C (Methyl 2-bromomethyl-6-methyl-benzoate), C(=O)([O-])[O-].[K+].[K+] (K2CO3). The solvent is C(C)#N (acetonitrile). Conditions: temperature 50 celsius, time 90 minute. Product: CC1=C(C(=O)OC)C(=CC=C1)COC1=CC(=CC=C1)O (Methyl 2-methyl-6-[(3-hydroxy-phenoxy)-methyl]-benzoate). Reaction SMILES: [OH:1][C:2]1[CH:3]=[C:4]([OH:8])[CH:5]=[CH:6][CH:7]=1.Br[CH2:10][C:11]1[CH:20]=[CH:19][CH:18]=[C:17]([CH3:21])[C:12]=1[C:13]([O:15][CH3:16])=[O:14].C([O-])([O-])=O.[K+].[K+]>C(#N)C>[CH3:10][C:11]1[CH:20]=[CH:19][CH:18]=[C:17]([CH2:21][O:1][C:2]2[CH:7]=[CH:6][CH:5]=[C:4]([OH:8])[CH:3]=2)[C:12]=1[C:13]([O:15][CH3:16])=[O:14] |f:2.3.4|. Procedure: To a solution of 3-hydroxy-phenol (1.5 g, 13.6 mmol) in acetonitrile (50 mL) is added methyl 2-(bromomethyl)-6-methyl-benzoate (0.82 g, 3.4 mmol, example 2) followed by K2CO3 (3.76 g, 27.2 mmol). The resulting mixture is heated to 50° C. and stirred at this temperature for 90 min. then cooled, filtered and the filtrate concentrated under vacuum. The residue is purified by flash chromatography (silica, 5% ethyl acetate in dichloromethane) to give the title compound as a white solid. MS (EI) 272 (... The solvent is O (water), O (water). Reported procedure: A mixture of 4A (1.7 g, 5.8 mmol), water (10 ml), ethanol (20 ml) and sodium hydroxide (0.5 g, 12.5 mmol) is heated under reflux with stirring. The reaction mixture is diluted with water (80 ml) and acidified with concentrated hydrochloric acid. The solid material is collected by filtration, washed with water and dried yielding white crystals, 1.3 g (85%), mp 186-188° C. RXN SMILES: [Br:1][C:2]1[CH:3]=[CH:4][C:5]([O:14][CH3:15])=[C:6]([C:12]=1[Cl:13])[C:7]([O:9]CC)=[O:8].C(O)C.[OH-].[Na+].Cl>O>[Br:1][C:2]1[CH:3]=[CH:4][C:5]([O:14][CH3:15])=[C:6]([C:12]=1[Cl:13])[C:7]([OH:9])=[O:8] |f:2.3|. Yields the product BrC=1C=CC(=C(C(=O)O)C1Cl)OC (5-Bromo-6-chloro-2-methoxybenzoic acid). Starting materials: BrC=1C=CC(=C(C(=O)OCC)C1Cl)OC (Ethyl 5-bromo-6-chloro-2-methoxybenzoate), C(C)O (ethanol), [OH-].[Na+] (sodium hydroxide), Cl (hydrochloric acid).